From a dataset of the Open Reaction Database (ORD), a public repository of structured organic reaction records. describe an organic reaction: reactants, conditions, products, and yield Starting materials: ClC1=C(OC=2C=CC(=C(C(=O)NCCCCCCCCC)C2)OC)C(=CC(=C1)[N+](=O)[O-])Cl (5-(2,6-dichloro-4-nitro-phenoxy)-2-methoxy-N-nonyl-benzamide), B(Br)(Br)Br (BBr3), solution. Solvent: C(Cl)Cl (CH2Cl2), C(Cl)Cl (CH2Cl2). Conditions: time 1.5 hour. Product: ClC1=C(OC=2C=CC(=C(C(=O)NCCCCCCCCC)C2)O)C(=CC(=C1)[N+](=O)[O-])Cl (5-(2,6-Dichloro-4-nitro-phenoxy)-2-hydroxy-N-nonyl-benzamide). The yield is 99.4%. Reaction SMILES: [Cl:1][C:2]1[CH:28]=[C:27]([N+:29]([O-:31])=[O:30])[CH:26]=[C:25]([Cl:32])[C:3]=1[O:4][C:5]1[CH:6]=[CH:7][C:8]([O:23]C)=[C:9]([CH:22]=1)[C:10]([NH:12][CH2:13][CH2:14][CH2:15][CH2:16][CH2:17][CH2:18][CH2:19][CH2:20][CH3:21])=[O:11].B(Br)(Br)Br>C(Cl)Cl>[Cl:1][C:2]1[CH:28]=[C:27]([N+:29]([O-:31])=[O:30])[CH:26]=[C:25]([Cl:32])[C:3]=1[O:4][C:5]1[CH:6]=[CH:7][C:8]([OH:23])=[C:9]([CH:22]=1)[C:10]([NH:12][CH2:13][CH2:14][CH2:15][CH2:16][CH2:17][CH2:18][CH2:19][CH2:20][CH3:21])=[O:11]. Procedure details: To a solution of 5-(2,6-dichloro-4-nitro-phenoxy)-2-methoxy-N-nonyl-benzamide (173 mg, 0.36 mmol) in CH2Cl2 (3 ml) was added a solution of BBr3 (0.72 ml of a 1 M solution in CH2Cl2). The resulting mixture was stirred at RT for 1.5 h then quenched by addition of MeOH (1 ml) and water (10 ml). The resulting mixture was stirred at RT for 30 min then further diluted with 1 M HCl (10 ml) and extracted with CH2Cl2 (3×5 ml). The combined CH2Cl2 extracts were washed with brine, dried over Na2SO4, filter... The reactants are ClC1=CC(=NC=N1)N(C(=O)N(COCC[Si](C)(C)C)C1=C(C(=CC(=C1Cl)OC)OC)Cl)C (1-(6-chloropyrimidin-4-yl)-3-(2,6-dichloro-3,5-dimethoxyphenyl)-1-methyl-3-((2-(trimethylsilyl)ethoxy)methyl)urea), CC(C)([O-])C.[Na+] (sodium tert-butoxide), NC1=C(C=C(C=C1)N1CCN(CC1)C(=O)OC(C)(C)C)[N+](=O)[O-] (tert-butyl 4-(4-amino-3-nitrophenyl)piperazine-1-carboxylate), CC(C)C1=CC(=C(C(=C1)C(C)C)C2=C(C=CC(=C2P(C3CCCCC3)C4CCCCC4)OC)OC)C(C)C (Brettphos). The reagents and catalysts are C=1C=CC(=CC1)/C=C/C(=O)/C=C/C2=CC=CC=C2.C=1C=CC(=CC1)/C=C/C(=O)/C=C/C2=CC=CC=C2.C=1C=CC(=CC1)/C=C/C(=O)/C=C/C2=CC=CC=C2.[Pd].[Pd] (Pd2(dba)3). Reaction conditions: temperature 100 celsius. The product is ClC1=C(C(=C(C=C1OC)OC)Cl)N(C(N(C)C1=CC(=NC=N1)NC1=C(C=C(C=C1)N1CCN(CC1)C(=O)OC(C)(C)C)[N+](=O)[O-])=O)COCC[Si](C)(C)C (tert-butyl 4-(4-((6-(3-(2,6-dichloro-3,5-dimethoxyphenyl)-1-methyl-3-((2-(trimethylsilyl)ethoxy)methyl)ureido)pyrimidin-4-yl)amino)-3-nitrophenyl)piperazine-1-carboxylate). Isolated yield 45.3%. As a reaction SMILES: Cl[C:2]1[N:7]=[CH:6][N:5]=[C:4]([N:8]([CH3:32])[C:9]([N:11]([C:20]2[C:25]([Cl:26])=[C:24]([O:27][CH3:28])[CH:23]=[C:22]([O:29][CH3:30])[C:21]=2[Cl:31])[CH2:12][O:13][CH2:14][CH2:15][Si:16]([CH3:19])([CH3:18])[CH3:17])=[O:10])[CH:3]=1.[NH2:33][C:34]1[CH:39]=[CH:38][C:37]([N:40]2[CH2:45][CH2:44][N:43]([C:46]([O:48][C:49]([CH3:52])([CH3:51])[CH3:50])=[O:47])[CH2:42][CH2:41]2)=[CH:36][C:35]=1[N+:53]([O-:55])=[O:54].CC(C1C=C(C(C)C)C(C2C(P(C3CCCCC3)C3CCCCC3)=C(OC)C=CC=2OC)=C(C(C)C)C=1)C.CC(C)([O-])C.[Na+]>C1C=CC(/C=C/C(/C=C/C2C=CC=CC=2)=O)=CC=1.C1C=CC(/C=C/C(/C=C/C2C=CC=CC=2)=O)=CC=1.C1C=CC(/C=C/C(/C=C/C2C=CC=CC=2)=O)=CC=1.[Pd].[Pd]>[Cl:31][C:21]1[C:22]([O:29][CH3:30])=[CH:23][C:24]([O:27][CH3:28])=[C:25]([Cl:26])[C:20]=1[N:11]([CH2:12][O:13][CH2:14][CH2:15][Si:16]([CH3:17])([CH3:19])[CH3:18])[C:9](=[O:10])[N:8]([C:4]1[N:5]=[CH:6][N:7]=[C:2]([NH:33][C:34]2[CH:39]=[CH:38][C:37]([N:40]3[CH2:41][CH2:42][N:43]([C:46]([O:48][C:49]([CH3:52])([CH3:50])[CH3:51])=[O:47])[CH2:44][CH2:45]3)=[CH:36][C:35]=2[N+:53]([O-:55])=[O:54])[CH:3]=1)[CH3:32] |f:3.4,5.6.7.8.9|. Procedure: 1-(6-chloropyrimidin-4-yl)-3-(2,6-dichloro-3,5-dimethoxyphenyl)-1-methyl-3-((2-(trimethylsilyl)ethoxy)methyl)urea (175 g, 0.34 mmol), tert-butyl 4-(4-amino-3-nitrophenyl)piperazine-1-carboxylate (90 g, 0.28 mmol), Pd2(dba)3 (13 g, 0.014 mmol), Brettphos (13 g, 0.028 mmol) and sodium tert-butoxide (54 g, 0.56 mmol) were placed in a reaction vial (2 to 5 ml) and purged with nitrogen. Toluene (1.0 ml) was added and nitrogen was bubbled for 5 min then the reaction mixture was heated at 100° C. overn... The reactants are CCOC(=O)c1n[nH]cc1N, ClCCCl, O=C(O)c1c(F)cccc1F, CN(C)C=O, O, On1nnc2ccccc21. Product: CCOC(=O)c1n[nH]cc1NC(=O)c1c(F)cccc1F. Reaction SMILES: [CH2:12]([CH3:13])[O:14][C:15](=[O:16])[c:17]1[n:18][nH:19][cH:20][c:21]1[NH2:22].[CH2:23]([Cl:24])[CH2:25][Cl:26].[F:1][c:2]1[c:3]([C:4](=[O:5])[OH:6])[c:7]([F:11])[cH:8][cH:9][cH:10]1.[O:37]=[CH:38][N:39]([CH3:40])[CH3:41].[OH2:42].[OH:27][n:28]1[c:29]2[c:30]([cH:31][cH:32][cH:33][cH:34]2)[n:35][n:36]1>>[F:1][c:2]1[c:3]([C:4](=[O:6])[NH:22][c:21]2[c:17]([C:15]([O:14][CH2:12][CH3:13])=[O:16])[n:18][nH:19][cH:20]2)[c:7]([F:11])[cH:8][cH:9][cH:10]1. Starting materials: ClCCl, NCCCCN1CCN(c2ncccn2)CC1, O=C1OC(=O)C2CCCC1O2. Product: O=C1C2CCCC(O2)C(=O)N1CCCCN1CCN(c2ncccn2)CC1. As a reaction SMILES: [CH2:29]([Cl:30])[Cl:31].[NH2:12][CH2:13][CH2:14][CH2:15][CH2:16][N:17]1[CH2:18][CH2:19][N:20]([c:23]2[n:24][cH:25][cH:26][cH:27][n:28]2)[CH2:21][CH2:22]1.[O:1]1[CH:2]2[CH2:3][CH2:4][CH2:5][CH:6]1[C:7](=[O:8])[O:9][C:10]2=[O:11]>>[O:1]1[CH:2]2[CH2:3][CH2:4][CH2:5][CH:6]1[C:7](=[O:9])[N:12]([CH2:13][CH2:14][CH2:15][CH2:16][N:17]1[CH2:18][CH2:19][N:20]([c:23]3[n:24][cH:25][cH:26][cH:27][n:28]3)[CH2:21][CH2:22]1)[C:10]2=[O:11]. The reactants are OCCC1=CC=C(C=C1)CN (4-(2-Hydroxyethyl)phenylmethylamine), ClC1=CC=C(C=C1)C(C(C(=O)OC(C)(C)C)=NO)=O (tert-butyl 3-(4-chlorophenyl)-2-hydroxyimino-3-oxopropionate). The solvent is N1=CC=CC=C1 (pyridine). Product: ClC1=CC=C(C=C1)C1=C(N=C(N1)C1=CC=C(C=C1)CCO)C(=O)OC(C)(C)C (tert-butyl 5-(4-chlorophenyl)-2-[4-(2-hydroxyethyl)phenyl]imidazole-4-carboxylate). RXN SMILES: [OH:1][CH2:2][CH2:3][C:4]1[CH:9]=[CH:8][C:7]([CH2:10][NH2:11])=[CH:6][CH:5]=1.[Cl:12][C:13]1[CH:18]=[CH:17][C:16]([C:19](=O)[C:20](=[N:28]O)[C:21]([O:23][C:24]([CH3:27])([CH3:26])[CH3:25])=[O:22])=[CH:15][CH:14]=1>N1C=CC=CC=1>[Cl:12][C:13]1[CH:18]=[CH:17][C:16]([C:19]2[NH:11][C:10]([C:7]3[CH:8]=[CH:9][C:4]([CH2:3][CH2:2][OH:1])=[CH:5][CH:6]=3)=[N:28][C:20]=2[C:21]([O:23][C:24]([CH3:27])([CH3:26])[CH3:25])=[O:22])=[CH:15][CH:14]=1. Procedure: 4-(2-Hydroxyethyl)phenylmethylamine and tert-butyl 3-(4-chlorophenyl)-2-hydroxyimino-3-oxopropionate are dissolved in pyridine, and the mixture is treated in the same manner as in Starting Material Synthetic Example 170 to give the objective tert-butyl 5-(4-chlorophenyl)-2-[4-(2-hydroxyethyl)phenyl]imidazole-4-carboxylate.